This data is from the Open Reaction Database (ORD), a public repository of structured organic reaction records. The task is: describe an organic reaction: reactants, conditions, products, and yield The reactants are BrC1=C(C=2C(=NC(=CC2NS(=O)(=O)C2=CC(=CC=C2)Cl)C)S1)C (N-(2-bromo-3,6-dimethylthieno[2,3-b]pyridin-4-yl)-3-chlorobenzenesulfonamide), O1C(=CC2=C1C=CC=C2)B(O)O (1-benzofuran-2-ylboronic acid), C([O-])([O-])=O.[K+].[K+] (potassium carbonate). Reagents/catalysts: Cl[Pd]([P](C1=CC=CC=C1)(C2=CC=CC=C2)C3=CC=CC=C3)([P](C4=CC=CC=C4)(C5=CC=CC=C5)C6=CC=CC=C6)Cl (bis(triphenylphosphine)palladium(II) chloride). The solvent is O1CCOCC1 (1,4-dioxane), O (water). Reaction conditions: temperature 100 celsius. The product is O1C(=CC2=C1C=CC=C2)C2=C(C=1C(=NC(=CC1NS(=O)(=O)C1=CC(=CC=C1)Cl)C)S2)C (N-[2-(1-Benzofuran-2-yl)-3,6-dimethylthieno[2,3-b]pyridin-4-yl]-3-chlorobenzenesulfonamide). Isolated yield 10.0%. As a reaction SMILES: Br[C:2]1[S:22][C:5]2=[N:6][C:7]([CH3:21])=[CH:8][C:9]([NH:10][S:11]([C:14]3[CH:19]=[CH:18][CH:17]=[C:16]([Cl:20])[CH:15]=3)(=[O:13])=[O:12])=[C:4]2[C:3]=1[CH3:23].[O:24]1[C:28]2[CH:29]=[CH:30][CH:31]=[CH:32][C:27]=2[CH:26]=[C:25]1B(O)O.C(=O)([O-])[O-].[K+].[K+]>O1CCOCC1.O.Cl[Pd](Cl)([P](C1C=CC=CC=1)(C1C=CC=CC=1)C1C=CC=CC=1)[P](C1C=CC=CC=1)(C1C=CC=CC=1)C1C=CC=CC=1>[O:24]1[C:28]2[CH:29]=[CH:30][CH:31]=[CH:32][C:27]=2[CH:26]=[C:25]1[C:2]1[S:22][C:5]2=[N:6][C:7]([CH3:21])=[CH:8][C:9]([NH:10][S:11]([C:14]3[CH:19]=[CH:18][CH:17]=[C:16]([Cl:20])[CH:15]=3)(=[O:13])=[O:12])=[C:4]2[C:3]=1[CH3:23] |f:2.3.4,^1:51,70|. Procedure details: To solution of N-(2-bromo-3,6-dimethylthieno[2,3-b]pyridin-4-yl)-3-chlorobenzenesulfonamide (Example 77) (100 mg, 0.232 mmol) in 1,4-dioxane (2 mL) and water (1 mL) was added 1-benzofuran-2-ylboronic acid (56.3 mg, 0.347 mmol), bis(triphenylphosphine)palladium(II) chloride (16.26 mg, 0.023 mmol) and potassium carbonate (112 mg, 0.811 mmol) and the reaction mixture heated at 100° C. using a microwave reactor for 30 min. The mixture was then filtered through celite, washing with DCM (20 mL×2) and ...